Dataset: the Open Reaction Database (ORD), a public repository of structured organic reaction records. Task: describe an organic reaction: reactants, conditions, products, and yield Product: COc1ccc2c(c1)c(CCN1CCOCC1)c(C)n2C(=O)c1cccc(Cl)c1Cl. Reaction SMILES: [CH2:53]1[O:54][CH2:55][CH2:56][CH2:57]1.[CH3:1][O:2][c:3]1[cH:4][c:5]2[c:6]([CH2:13][CH2:14][N:15]3[CH2:16][CH2:17][O:18][CH2:19][CH2:20]3)[c:7]([CH3:12])[nH:8][c:9]2[cH:10][cH:11]1.[CH3:21][N:22]([CH3:23])[P:24]([N:25]([CH3:26])[CH3:27])([N:28]([CH3:29])[CH3:30])=[O:31].[CH3:33][Si:34]([N-:35][Si:36]([CH3:37])([CH3:38])[CH3:39])([CH3:40])[CH3:41].[Cl:42][c:43]1[c:44]([C:45](=[O:46])[Cl:47])[cH:48][cH:49][cH:50][c:51]1[Cl:52].[K+:32].[Na+:62].[O-:58][C:59]([OH:60])=[O:61]>>[CH3:1][O:2][c:3]1[cH:4][c:5]2[c:6]([CH2:13][CH2:14][N:15]3[CH2:16][CH2:17][O:18][CH2:19][CH2:20]3)[c:7]([CH3:12])[n:8]([C:45]([c:44]3[c:43]([Cl:42])[c:51]([Cl:52])[cH:50][cH:49][cH:48]3)=[O:46])[c:9]2[cH:10][cH:11]1. Starting materials: C1CCOC1, COc1ccc2[nH]c(C)c(CCN3CCOCC3)c2c1, CN(C)P(=O)(N(C)C)N(C)C, C[Si](C)(C)[N-][Si](C)(C)C, O=C(Cl)c1cccc(Cl)c1Cl, [K+], [Na+], O=C([O-])O. Starting materials: C(C)(C)(C)C1=CC=C(C=C1)S(=O)(=O)NC1=NC=NC(=C1OC1=CC(=CC=C1)OC)OCCOC1=NC(=NC=C1)SC (4-tert-butyl-N-[5-(3-methoxyphenoxy)-6-{2-(2-methylthiopyrimidin-4-yloxy)ethoxy}pyrimidin-4-yl]benzenesulfonamide). The reagents and catalysts are [Ni] (Raney-nickel). Solvent: C(C)O (ethanol). Reaction conditions: time 8 hour. Yields the product C(C)(C)(C)C1=CC=C(C=C1)S(=O)(=O)NC1=NC=NC(=C1OC1=CC(=CC=C1)OC)OCCOC1=NC=NC=C1 (4-tert-butyl-N-[5-(3-methoxyphenoxy)-6-{2-(pyrimidin-4-yloxy)ethoxy}pyrimidin-4-yl]benzenesulfonamide). The yield is 32.9%. Reaction SMILES: [C:1]([C:5]1[CH:10]=[CH:9][C:8]([S:11]([NH:14][C:15]2[C:20]([O:21][C:22]3[CH:27]=[CH:26][CH:25]=[C:24]([O:28][CH3:29])[CH:23]=3)=[C:19]([O:30][CH2:31][CH2:32][O:33][C:34]3[CH:39]=[CH:38][N:37]=[C:36](SC)[N:35]=3)[N:18]=[CH:17][N:16]=2)(=[O:13])=[O:12])=[CH:7][CH:6]=1)([CH3:4])([CH3:3])[CH3:2]>[Ni].C(O)C>[C:1]([C:5]1[CH:6]=[CH:7][C:8]([S:11]([NH:14][C:15]2[C:20]([O:21][C:22]3[CH:27]=[CH:26][CH:25]=[C:24]([O:28][CH3:29])[CH:23]=3)=[C:19]([O:30][CH2:31][CH2:32][O:33][C:34]3[CH:39]=[CH:38][N:37]=[CH:36][N:35]=3)[N:18]=[CH:17][N:16]=2)(=[O:13])=[O:12])=[CH:9][CH:10]=1)([CH3:4])([CH3:2])[CH3:3]. Procedure details: A mixture of 4-tert-butyl-N-[5-(3-methoxyphenoxy)-6-{2-(2-methylthiopyrimidin-4-yloxy)ethoxy}pyrimidin-4-yl]benzenesulfonamide (250 mg), Raney-nickel (W-2) (2 g) and ethanol (5 ml) is stirred at room temperature overnight, and the mixture is refluxed for four hours. Raney-nickel is removed by filtration, and washed with ethanol and acetic acid. The filtrate is concentrated under reduced pressure, and the residue is extracted with ethyl acetate. The ethyl acetate layer is washed, dried, and evapo... The reactants are [I-].[K+] (potassium iodide), NC=1C(=C(C(=CC1Cl)F)N1C(N(C(=CC1=O)C(F)(F)F)C)=O)OC (3-(3-amino4-chloro-6-fluoro-2-methoxyphenyl)-1-methyl-6-trifluoromethyl-2,4-(1H,3H)-pyrimidinedione), Cl (hydrochloric acid), N(=O)[O-].[Na+] (sodium nitrite). Conditions: temperature 15 celsius, time 20 minute. The product is ClC1=C(C(=C(C(=C1)F)N1C(N(C(=CC1=O)C(F)(F)F)C)=O)OC)I (3-(4-chloro-6-fluoro-3-iodo-2-methoxyphenyl)-1-methyl-6-trifluoromethyl-2,4(1H,3H)-pyrimidinedione). Yield: 57.0%. RXN SMILES: N[C:2]1[C:3]([O:23][CH3:24])=[C:4]([N:10]2[C:15](=[O:16])[CH:14]=[C:13]([C:17]([F:20])([F:19])[F:18])[N:12]([CH3:21])[C:11]2=[O:22])[C:5]([F:9])=[CH:6][C:7]=1[Cl:8].Cl.N([O-])=O.[Na+].[I-:30].[K+]>>[Cl:8][C:7]1[CH:6]=[C:5]([F:9])[C:4]([N:10]2[C:15](=[O:16])[CH:14]=[C:13]([C:17]([F:20])([F:19])[F:18])[N:12]([CH3:21])[C:11]2=[O:22])=[C:3]([O:23][CH3:24])[C:2]=1[I:30] |f:2.3,4.5|. Reported procedure: A solution of 4.0 grams (0.011 mole) of 3-(3-amino4-chloro-6-fluoro-2-methoxyphenyl)-1-methyl-6-trifluoromethyl-2,4-(1H,3H)-pyrimidinedione in 25 mL (0.300 mole) of concentrated hydrochloric acid was stirred and cooled in an ice bath. During a 15 minute period, 1.9 grams (0.013 mole) of sodium nitrite was added dropwise at a rate to maintain the reaction temperature at 15° C. Upon completion of addition, the mixture was stirred for 20 minutes and then poured into 15.0 grams (0.090 mole) of potas... Reactants: COc1ccc(-c2cc3cc(Br)ccc3o2)cc1, ClCCl, Cl, O, c1ccncc1. Yields the product Oc1ccc(-c2cc3cc(Br)ccc3o2)cc1. Reaction SMILES: [Br:1][c:2]1[cH:3][cH:4][c:5]2[c:6]([cH:7][c:8](-[c:10]3[cH:11][cH:12][c:13]([O:16][CH3:17])[cH:14][cH:15]3)[o:9]2)[cH:18]1.[Cl:26][CH2:27][Cl:28].[ClH:25].[OH2:29].[cH:19]1[cH:20][cH:21][n:22][cH:23][cH:24]1>>[Br:1][c:2]1[cH:3][cH:4][c:5]2[c:6]([cH:7][c:8](-[c:10]3[cH:11][cH:12][c:13]([OH:16])[cH:14][cH:15]3)[o:9]2)[cH:18]1. Reactants: Cc1ccc2ncccc2c1N, COc1ccc2c(c1)c(CC(=O)O)c(C)n2C(=O)c1ccc(Cl)cc1 (indomethacin). The reagents and catalysts are Cn1ccnc1 (1-Methylimidazole), CN(C)C(=[O+]c1c(F)c(F)c(F)c(F)c1F)N(C)C.F[P-](F)(F)(F)(F)F (PFTU). Solvent: C1CCOC1 (THF), C1CCOC1 (THF). Reaction conditions: temperature 25 celsius, time 24 hour. The product is COc1ccc2c(c1)c(CC(=O)Nc1c(C)ccc3ncccc13)c(C)n2C(=O)c1ccc(Cl)cc1. Isolated yield 4.0%.